This data is from the Open Reaction Database (ORD), a public repository of structured organic reaction records. The task is: describe an organic reaction: reactants, conditions, products, and yield The reactants are ClC=1C=C(C(=O)O)C=CC1B(O)O (3-chloro-4-(dihydroxyboryl)benzoic acid), CN(C=O)C (N,N-dimethylformamide), C(C)OCC (diethyl ether), C[Si](C)(C)N=[N+]=[N-].CCCCCC (trimethylsilylazide hexane). The solvent is C(C)(=O)O (Acetic acid). Conditions: time 8 hour. Product: ClC1=C(C=CC(=C1)C(=O)OC)B(O)O ([2-chloro-4-(methoxycarbonyl)phenyl]boronic acid). Yield: 42.0%. As a reaction SMILES: [Cl:1][C:2]1[CH:3]=[C:4]([CH:8]=[CH:9][C:10]=1[B:11]([OH:13])[OH:12])[C:5]([OH:7])=[O:6].[CH3:14]N(C)C=O.C(OCC)C.C[Si](N=[N+]=[N-])(C)C.CCCCCC>C(O)(=O)C>[Cl:1][C:2]1[CH:3]=[C:4]([C:5]([O:7][CH3:14])=[O:6])[CH:8]=[CH:9][C:10]=1[B:11]([OH:13])[OH:12] |f:3.4|. Procedure details: To a mixture of 3-chloro-4-(dihydroxyboryl)benzoic acid (1.00 g, 5.10 mmol), N,N-dimethylformamide (10 mL) and diethyl ether (1 ml) was added dropwise a 0.6 M trimethylsilylazide-hexane solution (10.2 mL, 6.12 mmol), and the resulting mixture was stirred overnight at room temperature. Acetic acid was added to the reaction mixture, and the mixture was concentrated under reduced pressure. Water was added to the residue, and the precipitate was collected by filtration and recrystallized from water ... The reactants are CC(=CCc1ccc(O)cc1O)CCCC(C)CCCC(C)CCCC(C)C, CO, Cl, O. The product is CC(C)CCCC(C)CCCC(C)CCCC1(C)CCc2ccc(O)cc2O1. As a reaction SMILES: [CH3:1][C:2](=[CH:3][CH2:4][c:5]1[c:6]([OH:12])[cH:7][c:8]([OH:11])[cH:9][cH:10]1)[CH2:13][CH2:14][CH2:15][CH:16]([CH2:17][CH2:18][CH2:19][CH:20]([CH2:21][CH2:22][CH2:23][CH:24]([CH3:25])[CH3:26])[CH3:27])[CH3:28].[CH3:31][OH:32].[ClH:29].[OH2:30]>>[CH3:1][C:2]1([CH2:13][CH2:14][CH2:15][CH:16]([CH2:17][CH2:18][CH2:19][CH:20]([CH2:21][CH2:22][CH2:23][CH:24]([CH3:25])[CH3:26])[CH3:27])[CH3:28])[CH2:3][CH2:4][c:5]2[c:6]([cH:7][c:8]([OH:11])[cH:9][cH:10]2)[O:12]1. Reactants: [N+](=[N-])=C (diazomethane), C(C1=CC=CC=C1)(=O)C=1C=C(C=CC1)CC(=O)O (m-benzoyl-phenyl acetic acid). Run in C(Cl)Cl (methylene chloride), C(Cl)Cl (methylene chloride). Run at time 15 minute. Product: C(C1=CC=CC=C1)(=O)C=1C=C(C=CC1)CC(=O)OC (methyl m-benzoyl-phenyl-acetate). As a reaction SMILES: [N+](=[CH2:3])=[N-].[C:4]([C:12]1[CH:13]=[C:14]([CH2:18][C:19]([OH:21])=[O:20])[CH:15]=[CH:16][CH:17]=1)(=[O:11])[C:5]1[CH:10]=[CH:9][CH:8]=[CH:7][CH:6]=1>C(Cl)Cl>[C:4]([C:12]1[CH:13]=[C:14]([CH2:18][C:19]([O:21][CH3:3])=[O:20])[CH:15]=[CH:16][CH:17]=1)(=[O:11])[C:5]1[CH:6]=[CH:7][CH:8]=[CH:9][CH:10]=1. Procedure: 1300 ml of a methylene chloride solution titrating 12.5 g/liter of diazomethane was added progressively at 10°-15°C to a solution of 50 g of m-benzoyl-phenyl acetic acid in 500 ml of methylene chloride and after stirring for 15 minutes, excess diazomethane was destroyed by the addition of acetic acid. The organic solution was washed with an aqueous saturated sodium bicarbonate solution and then with water and evaporated to dryness under reduced pressure to obtain 52.5 g of methyl m-benzoyl-pheny... Reactants: tetrakis-triphenylphosphine palladium (0), C(C)OC(=O)C1=CC=2C(=CN=C(C2)Br)N1 (5-bromo-1H-pyrrolo[2,3-c]pyridine-2-carboxylic acid ethyl ester), CN(C)C=O (DMF). Reagents/catalysts: [C-]#N.[Zn+2].[C-]#N (zinc (II) cyanide). Product: CCCC(C)C (isohexane), C(C)OC(=O)C1=CC=2C(=CN=C(C2)C#N)N1 (5-Cyano-1H-pyrrolo[2,3-c]pyridine-2-carboxylic acid ethyl ester). RXN SMILES: [CH2:1]([O:3][C:4]([C:6]1[NH:15][C:9]2=[CH:10][N:11]=[C:12](Br)[CH:13]=[C:8]2[CH:7]=1)=[O:5])[CH3:2].[CH3:16][N:17](C=O)C>[C-]#N.[Zn+2].[C-]#N>[CH3:4][CH2:6][CH2:7][CH:8]([CH3:9])[CH3:13].[CH2:1]([O:3][C:4]([C:6]1[NH:15][C:9]2=[CH:10][N:11]=[C:12]([C:16]#[N:17])[CH:13]=[C:8]2[CH:7]=1)=[O:5])[CH3:2] |f:2.3.4|. Procedure details: To a solution of 5-bromo-1H-pyrrolo[2,3-c]pyridine-2-carboxylic acid ethyl ester (Preparation 26, 0.160 g, 0.590 mmol) in DMF (anhydrous, 5 mL) was added zinc (II) cyanide (0.041 g, 0.35 mmol) then tetrakis-triphenylphosphine palladium (0). The reaction mixture was degassed by bubbling argon through it for 10 min. The reaction mixture was heated to reflux temperature for 4.5 h then allowed to cool to rt. Water (30 mL) was added and the mixture extracted with ethyl acetate (2×50 mL). The combined... Starting materials: [H-].[Na+] (Sodium hydride), C(CC(=O)OC(C)C)(=O)OC(C)C (diisopropyl malonate), [N+](=O)([O-])C1=CC=C(CBr)C=C1 (4-nitrobenzyl bromide). Run in CN(C)C=O (DMF), CN(C)C=O (DMF). Run at time 15 minute. Product: [N+](=O)([O-])C1=CC=C(CC(C(=O)OC(C)C)C(=O)OC(C)C)C=C1 (diisopropyl 2-(4-nitrobenzyl)malonate). Yield: 67.5%. As a reaction SMILES: [C:1]([O:10][CH:11]([CH3:13])[CH3:12])(=[O:9])[CH2:2][C:3]([O:5][CH:6]([CH3:8])[CH3:7])=[O:4].[H-].[Na+].[N+:16]([C:19]1[CH:26]=[CH:25][C:22]([CH2:23]Br)=[CH:21][CH:20]=1)([O-:18])=[O:17]>CN(C=O)C>[N+:16]([C:19]1[CH:26]=[CH:25][C:22]([CH2:23][CH:2]([C:3]([O:5][CH:6]([CH3:7])[CH3:8])=[O:4])[C:1]([O:10][CH:11]([CH3:13])[CH3:12])=[O:9])=[CH:21][CH:20]=1)([O-:18])=[O:17] |f:1.2|. Procedure details: A 250-mL round bottom flask was charged with diisopropyl malonate (2.09 g, 11.1 mmol) in DMF (24 mL). Sodium hydride (60% suspension, 0.44 g, 11.1 mmol) was slowly added to this solution at 0° C. After 15 minutes, a solution of 4-nitrobenzyl bromide (2.00 g, 9.26 mmol, 1.0 eq.) in DMF (24 mL) was added in one portion and then the reaction was stirred for 19 h. After this time, the reaction was warmed to rt. The reaction was quenched with 2N HCl then diluted in water (300 mL) and extracted with m... Reactants: COC=1C=CC2=C(N(C(CO2)C2=CC=CC=C2)CC#N)C1 (2-(6-Methoxy-3-phenyl-2,3-dihydro-4H-1,4-benzoxazin-4-yl)acetonitrile), C(C)(=O)[O-].[Na+] (sodium acetate). Reagents/catalysts: [Ni] (Raney nickel). The solvent is C(C)(=O)OC(C)=O (acetic anhydride). Run at time 36 hour. Yields the product COC=1C=CC2=C(N(C(CO2)C2=CC=CC=C2)CCNC(C)=O)C1 (N-[2-(6-Methoxy-3-phenyl-2,3-dihydro-4H-1,4-benzoxazin-4-yl)ethyl]-acetamide). As a reaction SMILES: [CH3:1][O:2][C:3]1[CH:4]=[CH:5][C:6]2[O:11][CH2:10][CH:9]([C:12]3[CH:17]=[CH:16][CH:15]=[CH:14][CH:13]=3)[N:8]([CH2:18][C:19]#[N:20])[C:7]=2[CH:21]=1.[C:22]([O-])(=[O:24])[CH3:23].[Na+]>C(OC(=O)C)(=O)C.[Ni]>[CH3:1][O:2][C:3]1[CH:4]=[CH:5][C:6]2[O:11][CH2:10][CH:9]([C:12]3[CH:17]=[CH:16][CH:15]=[CH:14][CH:13]=3)[N:8]([CH2:18][CH2:19][NH:20][C:22](=[O:24])[CH3:23])[C:7]=2[CH:21]=1 |f:1.2|. Procedure: The compound obtained in Step C (200 mg; 0.71 mmol) is dissolved in a Parr reactor with acetic anhydride. Raney nickel (30% by weight, 60 mg) and sodium acetate (1.5 eq.; 1.07 mmol; 88 mg) are then added. The mixture is left at 50° C. for 36 hours under a hydrogen pressure of 40 psi. After returning to ambient temperature, the solution is filtered over Celite and the filtrate is evaporated. The crude reaction product is purified by flash chromatography on silica gel (eluant: AcOEt). The title pr... Conditions: temperature 0 celsius, time 1 hour. Reaction SMILES: [H-].[Na+].[Cl:3][C:4]1[CH:11]=[CH:10][C:7]([C:8]#[N:9])=[C:6]([NH:12][C:13]([O:15][CH2:16][CH3:17])=[O:14])[CH:5]=1.C([O:21][CH2:22][C:23]1[CH:27]=[CH:26][O:25][C:24]=1[C:28](=[O:31])[CH2:29]Br)(=O)C.O>CN(C=O)C>[NH2:9][C:8]1[C:7]2[C:6](=[CH:5][C:4]([Cl:3])=[CH:11][CH:10]=2)[N:12]([C:13]([O:15][CH2:16][CH3:17])=[O:14])[C:29]=1[C:28]([C:24]1[O:25][CH:26]=[CH:27][C:23]=1[CH2:22][OH:21])=[O:31] |f:0.1|. The solvent is CN(C)C=O (DMF), CN(C)C=O (DMF). The product is NC1=C(N(C2=CC(=CC=C12)Cl)C(=O)OCC)C(=O)C=1OC=CC1CO (3-Amino-6-chloro-1-ethoxycarbonyl-2-(3-hydroxymethyl-2-furoyl)indole). Procedure details: To a suspension of sodium hydride (60% w/w dispersion in mineral oil, 390 mg, 8.8 mmol) in DMF (20 ml) was added a solution of 4-chloro-2-(ethoxycarbonylamino)benzonitrile (step 1, 2 g, 8.8 mmol) in DMF (5 ml) at 0° C. After stirring for 1 h at 0° C., 3-acetoxymethyl-2-(bromoacetyl)furan (step 1, 2.3 g, 8.8 mmol) was added and the resulting mixture was stirred at room temperature for an additional 6 h. The mixture was poured into water (100 ml), and extracted with ethyl acetate (300 ml). The org... Starting materials: ClC1=CC(=C(C#N)C=C1)NC(=O)OCC (4-chloro-2-(ethoxycarbonylamino)benzonitrile), O (water), [H-].[Na+] (sodium hydride), C(C)(=O)OCC1=C(OC=C1)C(CBr)=O (3-Acetoxymethyl-2-(bromoacetyl)furan). Isolated yield 15.8%. Starting materials: C(=O)[C@@H]1[C@H]2CC(O[C@H]2C[C@H]1OC(C1=CC=CC=C1)=O)=O ((1S,5R,6R,7R)-6-formyl-7-benzoyloxy-2-oxabicyclo[3,3,0]octan-3-one), [Li] (lithium), P(OCC(C(OC1=CC=CC=C1)(C)C)=O)([O-])=O (dimethyl-2-oxo-3-phenoxypropyl phosphonate). Solvent: O1CCCC1 (tetrahydrofuran). Yields the product O=C(/C=C/[C@@H]1[C@H]2CC(O[C@H]2C[C@H]1OC(C1=CC=CC=C1)=O)=O)COC1=CC=CC=C1 ((1S,5R,6R,7R)-6-[(E)-3-Oxo-4-phenoxy-1-butenyl]-7-benzoyloxy-2-oxabicyclo[3,3,0]octan-3-one). Yield: 87.5%. As a reaction SMILES: [CH:1]([C@H:3]1[C@H:10]([O:11][C:12](=[O:19])[C:13]2[CH:18]=[CH:17][CH:16]=[CH:15][CH:14]=2)[CH2:9][C@H:8]2[C@@H:4]1[CH2:5][C:6](=[O:20])[O:7]2)=O.[Li].P(=O)([O-])O[CH2:24][C:25](=[O:36])[C:26](C)(C)[O:27][C:28]1[CH:33]=[CH:32][CH:31]=[CH:30][CH:29]=1>O1CCCC1>[O:36]=[C:25]([CH2:26][O:27][C:28]1[CH:33]=[CH:32][CH:31]=[CH:30][CH:29]=1)/[CH:24]=[CH:1]/[C@H:3]1[C@H:10]([O:11][C:12](=[O:19])[C:13]2[CH:18]=[CH:17][CH:16]=[CH:15][CH:14]=2)[CH2:9][C@H:8]2[C@@H:4]1[CH2:5][C:6](=[O:20])[O:7]2 |^1:20|. Procedure details: A solution of 548 mg. of (1S,5R,6R,7R)-6-formyl-7-benzoyloxy-2-oxabicyclo[3,3,0]octan-3-one [J. Amer. Chem. Soc. 96: 5865 (1974)] in 20 ml. of absolute tetrahydrofuran is combined with 581 mg. of the lithium salt of dimethyl-2-oxo-3-phenoxypropyl phosphonate, and the mixture is agitated for 1.5 hours at room temperature under argon. The mixture is then combined with 0.3 ml. of glacial acetic acid, concentrated under vacuum, mixed with 100 ml. of methylene chloride, and extracted with 10 ml. of 5...